This data is from the Open Reaction Database (ORD), a public repository of structured organic reaction records. The task is: describe an organic reaction: reactants, conditions, products, and yield The reactants are CC(c1ccc(Br)cc1)N1CCC(CC(C)(C)O)(c2ccccc2)OC1=O, Cc1cc(B(O)O)ccn1. Reaction SMILES: [Br:1][c:2]1[cH:3][cH:4][c:5]([CH:8]([CH3:9])[N:10]2[C:11](=[O:27])[O:12][C:13]([c:16]3[cH:17][cH:18][cH:19][cH:20][cH:21]3)([CH2:22][C:23]([CH3:24])([CH3:25])[OH:26])[CH2:14][CH2:15]2)[cH:6][cH:7]1.[CH3:28][c:29]1[n:30][cH:31][cH:32][c:33]([B:35]([OH:36])[OH:37])[cH:34]1>>[c:2]1(-[c:33]2[cH:32][cH:31][n:30][c:29]([CH3:28])[cH:34]2)[cH:3][cH:4][c:5]([CH:8]([CH3:9])[N:10]2[C:11](=[O:27])[O:12][C:13]([c:16]3[cH:17][cH:18][cH:19][cH:20][cH:21]3)([CH2:22][C:23]([CH3:24])([CH3:25])[OH:26])[CH2:14][CH2:15]2)[cH:6][cH:7]1. Yields the product Cc1cc(-c2ccc(C(C)N3CCC(CC(C)(C)O)(c4ccccc4)OC3=O)cc2)ccn1.